This data is from the Open Reaction Database (ORD), a public repository of structured organic reaction records. The task is: describe an organic reaction: reactants, conditions, products, and yield Reaction SMILES: [CH3:35][CH2:36][OH:37].[N:1](=[N+:2]=[N-:3])[CH2:4][CH:5]1[CH2:6][CH:7]([c:9]2[n:10][c:11](-[c:19]3[cH:20][cH:21][c:22]4[cH:23][cH:24][c:25](-[c:29]5[cH:30][cH:31][cH:32][cH:33][cH:34]5)[n:26][c:27]4[cH:28]3)[c:12]3[n:13]2[cH:14][cH:15][n:16][c:17]3[NH2:18])[CH2:8]1>>[NH2:1][CH2:4][CH:5]1[CH2:6][CH:7]([c:9]2[n:10][c:11](-[c:19]3[cH:20][cH:21][c:22]4[cH:23][cH:24][c:25](-[c:29]5[cH:30][cH:31][cH:32][cH:33][cH:34]5)[n:26][c:27]4[cH:28]3)[c:12]3[n:13]2[cH:14][cH:15][n:16][c:17]3[NH2:18])[CH2:8]1. Product: NCC1CC(c2nc(-c3ccc4ccc(-c5ccccc5)nc4c3)c3c(N)nccn23)C1. Reactants: CCO, [N-]=[N+]=NCC1CC(c2nc(-c3ccc4ccc(-c5ccccc5)nc4c3)c3c(N)nccn23)C1. Reactants: CC1=C(C=C(C(=C1)C)C)C(C(=O)O)C(=O)O (2-(2,4,5-trimethylphenyl)-malonic acid), S(=O)(Cl)Cl (thionyl chloride). Run in C1(=CC=CC=C1)C (toluene). Reaction conditions: temperature 95 celsius. Yields the product CC1=C(C=C(C(=C1)C)C)C(=C=O)C(=O)Cl (2,4,5-trimethylphenylchlorocarbonyl ketene). RXN SMILES: [CH3:1][C:2]1[CH:7]=[C:6]([CH3:8])[C:5]([CH3:9])=[CH:4][C:3]=1[CH:10]([C:14]([OH:16])=O)[C:11](O)=[O:12].S(Cl)([Cl:19])=O>C1(C)C=CC=CC=1>[CH3:1][C:2]1[CH:7]=[C:6]([CH3:8])[C:5]([CH3:9])=[CH:4][C:3]=1[C:10]([C:14]([Cl:19])=[O:16])=[C:11]=[O:12]. Procedure: 30 g of 2-(2,4,5-trimethylphenyl)-malonic acid were suspended in 60 ml of toluene at 50 to 60° C. and 62.5 ml of thionyl chloride were added dropwise. The mixture was then heated at 90 to 100° C. for 15 hours. It was then cooled, the volatile constituents were driven off with an inert gas and the excess thionyl chloride was distilled off. 30.6 g of 2,4,5-trimethylphenylchlorocarbonyl ketene were isolated as the residue. Reactants: ClC1=CC=C(S1)S(=O)(=O)N(C1=NN(C2=CC=CC(=C12)OC)CC1=CC(=CC=C1)OCCN(C)C)S(=O)(=O)C=1SC(=CC1)Cl (5-Chloro-N-[(5-chloro-2-thienyl)sulfonyl]-N-[1-[(3-{[2-(dimethylamino)ethyl]oxy}phenyl)methyl]-4-(methyloxy)-1H-indazol-3-yl]-2-thiophenesulfonamide), Intermediate 18, [OH-].[Na+] (NaOH). The solvent is CO (methanol). Run at temperature 60 celsius. The product is ClC1=CC=C(S1)S(=O)(=O)NC1=NN(C2=CC=CC(=C12)OC)CC1=CC(=CC=C1)OCCN(C)C (5-Chloro-N-[1-[(3-{[2-(dimethylamino)ethyl]oxy}phenyl)methyl]-4-(methyloxy)-1H-indazol-3-yl]-2-thiophenesulfonamide). Yield: 39.0%. RXN SMILES: [Cl:1][C:2]1[S:6][C:5]([S:7]([N:10](S(C2SC(Cl)=CC=2)(=O)=O)[C:11]2[C:19]3[C:14](=[CH:15][CH:16]=[CH:17][C:18]=3[O:20][CH3:21])[N:13]([CH2:22][C:23]3[CH:28]=[CH:27][CH:26]=[C:25]([O:29][CH2:30][CH2:31][N:32]([CH3:34])[CH3:33])[CH:24]=3)[N:12]=2)(=[O:9])=[O:8])=[CH:4][CH:3]=1.[OH-].[Na+]>CO>[Cl:1][C:2]1[S:6][C:5]([S:7]([NH:10][C:11]2[C:19]3[C:14](=[CH:15][CH:16]=[CH:17][C:18]=3[O:20][CH3:21])[N:13]([CH2:22][C:23]3[CH:28]=[CH:27][CH:26]=[C:25]([O:29][CH2:30][CH2:31][N:32]([CH3:33])[CH3:34])[CH:24]=3)[N:12]=2)(=[O:8])=[O:9])=[CH:4][CH:3]=1 |f:1.2|. Procedure: 5-Chloro-N-[(5-chloro-2-thienyl)sulfonyl]-N-[1-[(3-{[2-(dimethylamino)ethyl]oxy}phenyl)methyl]-4-(methyloxy)-1H-indazol-3-yl]-2-thiophenesulfonamide (for a preparation see Intermediate 18) (140 mg, 0.2 mmol) was suspended in methanol (25 mL) and treated with 2M NaOH aqueous solution (2 mL). The mixture was heated to 60° C. for 4 h and then concentrated under reduced pressure. The residue was partitioned between 2M HCl (2 mL) and ethyl acetate. The aq. layer was back-extracted and the organic sol... Starting materials: ClC=1C=C(C=CC1F)NC1=C(C=NC2=CC(=C(C=C12)NC(C=CCBr)=O)OC)C#N (4-bromo-but-2-enoic acid[4-(3-chloro-4-fluoro-phenylamino)-3-cyano-7-methoxy-quinolin-6-yl]-amide), CNCCO (2-(methylamino)-ethanol). Solvent: CN(C=O)C (dimethylformamide). Reaction conditions: time 48 hour. The product is ClC=1C=C(C=CC1F)NC1=C(C=NC2=CC(=C(C=C12)NC(C=CCN(C)CCO)=O)OC)C#N (4-[(2-Hydroxy-ethyl)-methyl-amino]-but-2-enoic Acid[4-(3-chloro-4-fluoro-phenylamino)-3-cyano-7-methoxy-quinolin-6-yl]-amide). Yield: 74.1%. Reaction SMILES: [Cl:1][C:2]1[CH:3]=[C:4]([NH:9][C:10]2[C:19]3[C:14](=[CH:15][C:16]([O:27][CH3:28])=[C:17]([NH:20][C:21](=[O:26])[CH:22]=[CH:23][CH2:24]Br)[CH:18]=3)[N:13]=[CH:12][C:11]=2[C:29]#[N:30])[CH:5]=[CH:6][C:7]=1[F:8].[CH3:31][NH:32][CH2:33][CH2:34][OH:35]>CN(C)C=O>[Cl:1][C:2]1[CH:3]=[C:4]([NH:9][C:10]2[C:19]3[C:14](=[CH:15][C:16]([O:27][CH3:28])=[C:17]([NH:20][C:21](=[O:26])[CH:22]=[CH:23][CH2:24][N:32]([CH2:33][CH2:34][OH:35])[CH3:31])[CH:18]=3)[N:13]=[CH:12][C:11]=2[C:29]#[N:30])[CH:5]=[CH:6][C:7]=1[F:8]. Procedure details: 4-bromo-but-2-enoic acid[4-(3-chloro-4-fluoro-phenylamino)-3-cyano-7-methoxy-quinolin-6-yl]-amide (250 mg, 0.51 mmol.) and 2-(methylamino)-ethanol(97 mg, 1.02 mmol.) were dissolved with stirring, under nitrogen, in 9 ml anhydrous dimethylformamide. After 48 hours, the mixture was partitioned between saturated sodium bicarbonate solution, and ethyl acetate. The organic phase was seperated, dried over magnesium sulfate, filtered, and evaporated to give a gum. It was chromatographed on silica gel, ...